From a dataset of the Open Reaction Database (ORD), a public repository of structured organic reaction records. describe an organic reaction: reactants, conditions, products, and yield Starting materials: ClC1=CC(=CC=C1)C(=O)OO (m-chloroperbenzoic acid), CC1(OC2=C(C(=C1)C1=NC3=CC=CC=C3C=C1)C=C(C=C2)C#N)C (2,2-dimethyl-4-(2-quinolyl)-2H-1-benzopyran-6-carbonitrile). Run in ClCCl (dichloromethane). Run at time 6 hour. Yields the product C(#N)C=1C=CC2=C(C(=CC(O2)(C)C)C2=[N+](C3=CC=CC=C3C=C2)[O-])C1 (2-(6-cyano-2,2-dimethyl-2H-1-benzopyran-4-yl)quinoline 1-oxide). The yield is 6.9%. Reaction SMILES: ClC1C=CC=C(C(OO)=[O:9])C=1.[CH3:12][C:13]1([CH3:35])[CH:18]=[C:17]([C:19]2[CH:28]=[CH:27][C:26]3[C:21](=[CH:22][CH:23]=[CH:24][CH:25]=3)[N:20]=2)[C:16]2[CH:29]=[C:30]([C:33]#[N:34])[CH:31]=[CH:32][C:15]=2[O:14]1>ClCCl>[C:33]([C:30]1[CH:31]=[CH:32][C:15]2[O:14][C:13]([CH3:35])([CH3:12])[CH:18]=[C:17]([C:19]3[CH:28]=[CH:27][C:26]4[C:21](=[CH:22][CH:23]=[CH:24][CH:25]=4)[N+:20]=3[O-:9])[C:16]=2[CH:29]=1)#[N:34]. Procedure details: 450 mg of m-chloroperbenzoic acid were added at room temperature to a solution of 624 mg of 2,2-dimethyl-4-(2-quinolyl)-2H-1-benzopyran-6-carbonitrile in 20 ml of dichloromethane. After stirring at room temperature for 6 hours the mixture was washed with sodium bicarbonate solution and the organic phase was dried over sodium sulphate and evaporated. The residue was chromatographed on silica gel using ethyl acetate/petroleum ether (4:1) for the elution and then chromatographed on silica gel a sec... Starting materials: C(C1=CC=CC=C1)OC1=C(N=C2N(C1=O)C=C(C=C2)N2CCOCC2)C2=NOC(=N2)CC2=CC=C(C=C2)F (3-benzyloxy-2-[5-(4-fluoro-benzyl)-[1,2,4]oxadiazol-3-yl]-7-morpholin-4-yl-pyrido[1,2-a]pyrimidin-4-one), FeCl3, Cl (HCl). Solvent: ClCCl (dichloromethane). Conditions: time 30 minute. Product: FC1=CC=C(CC2=NC(=NO2)C=2N=C3N(C(C2O)=O)C=C(C=C3)N3CCOCC3)C=C1 (2-[5-(4-fluoro-benzyl)-[1,2,4]oxadiazol-3-yl]-3-hydroxy-7-morpholin-4-yl-pyrido[1,2-a]pyrimidin-4-one). Yield: 30.3%. As a reaction SMILES: C([O:8][C:9]1[C:14](=[O:15])[N:13]2[CH:16]=[C:17]([N:20]3[CH2:25][CH2:24][O:23][CH2:22][CH2:21]3)[CH:18]=[CH:19][C:12]2=[N:11][C:10]=1[C:26]1[N:30]=[C:29]([CH2:31][C:32]2[CH:37]=[CH:36][C:35]([F:38])=[CH:34][CH:33]=2)[O:28][N:27]=1)C1C=CC=CC=1.Cl>ClCCl>[F:38][C:35]1[CH:34]=[CH:33][C:32]([CH2:31][C:29]2[O:28][N:27]=[C:26]([C:10]3[N:11]=[C:12]4[CH:19]=[CH:18][C:17]([N:20]5[CH2:21][CH2:22][O:23][CH2:24][CH2:25]5)=[CH:16][N:13]4[C:14](=[O:15])[C:9]=3[OH:8])[N:30]=2)=[CH:37][CH:36]=1. Procedure: To a solution of the product of example 22 (40 mg, 0.078 mmol) in dichloromethane (5 ml) was added FeCl3 (38 mg, 0.234 mmol), and the mixture was stirred at room temperature for 30 min. Then 1M HCl (8 ml) was added and the mixture was extracted with dichloromethane three times. The combined extracts were washed with water and brine, dried and evaporated into dryness. The residue was recrystallized from CH2Cl2/MeOH to give the titled products (10 mg, yield 30.3%). Reactants: CCOC(=O)c1ccc(Cl)cc1NC(=O)Oc1ccccc1, N#Cc1cc(Cl)ccc1S(N)(=O)=O. Product: CCOC(=O)c1ccc(Cl)cc1NC(=O)NS(=O)(=O)c1ccc(Cl)cc1C#N. RXN SMILES: [Cl:1][c:2]1[cH:3][c:4]([NH:13][C:14]([O:16][c:15]2[cH:17][cH:18][cH:19][cH:20][cH:21]2)=[O:22])[c:5]([C:6](=[O:7])[O:8][CH2:9][CH3:10])[cH:11][cH:12]1.[Cl:23][c:24]1[cH:25][c:26]([C:34]#[N:35])[c:27]([S:30](=[O:31])(=[O:32])[NH2:33])[cH:28][cH:29]1>>[Cl:1][c:2]1[cH:3][c:4]([NH:13][C:14](=[O:16])[NH:33][S:30]([c:27]2[c:26]([C:34]#[N:35])[cH:25][c:24]([Cl:23])[cH:29][cH:28]2)(=[O:31])=[O:32])[c:5]([C:6](=[O:7])[O:8][CH2:9][CH3:10])[cH:11][cH:12]1. The reactants are C(C)OC(C(NC(C(CCC1=CC=CC=C1)CSC(C)=O)=O)C=1SC(=CC1)CC1COCC1)=O (2-[5-(tetrahydrofuran-3-ylmethyl)thien-2-yl]-N-[2-(acetylthiomethyl)-4-phenylbutyryl]glycine ethyl ester), CO (methanol), C(Cl)(Cl)Cl (CHCl3). Solvent: ClCCl (dichloromethane). Product: O1CC(CC1)CC1=CC=C(S1)C(NC(C(CCC1=CC=CC=C1)CS)=O)C(=O)O (2-[5-(Tetrahydrofuran-3-ylmethyl)thien-2-yl]-N-[2-(mercaptomethyl)-4-phenylbutyryl]glycine). As a reaction SMILES: C([O:3][C:4](=[O:34])[CH:5]([C:23]1[S:24][C:25]([CH2:28][CH:29]2[CH2:33][CH2:32][O:31][CH2:30]2)=[CH:26][CH:27]=1)[NH:6][C:7](=[O:22])[CH:8]([CH2:17][S:18]C(=O)C)[CH2:9][CH2:10][C:11]1[CH:16]=[CH:15][CH:14]=[CH:13][CH:12]=1)C.CO.C(Cl)(Cl)Cl>ClCCl>[O:31]1[CH2:32][CH2:33][CH:29]([CH2:28][C:25]2[S:24][C:23]([CH:5]([C:4]([OH:34])=[O:3])[NH:6][C:7](=[O:22])[CH:8]([CH2:17][SH:18])[CH2:9][CH2:10][C:11]3[CH:16]=[CH:15][CH:14]=[CH:13][CH:12]=3)=[CH:27][CH:26]=2)[CH2:30]1. Reported procedure: The title compound was prepared from 2-[5-(tetrahydrofuran-3-ylmethyl)thien-2-yl]-N-[2-(acetylthiomethyl)-4-phenylbutyryl]glycine ethyl ester (Description 47) by the procedure described in Example 24 except that the eluent used was 10% methanol in dichloromethane. vmax (CHCl3) 3409, 3293, 1648 and 1603 cm-1. δ (CD3SOCD3) 1.44-1.61 (1H, m), 1.70-1.82 (1H, m), 1.85-2.03 (1H, m), 2.30-2.80 (8H, m), 3.29-3.40 (2H, m), 3.53-3.76 (3H, m), 5.13 and 5.25 (1H, two d's, J 6.55 Hz), 5.70 and 5.77 (1H, two ... The reactants are TEA, COC(=O)N[C@@H]([C@@H](C)CC)C(=O)O (N-methoxycarbonyl-(L)-iso-leucine), C(CCl)Cl (EDC), C=1C=CC2=C(C1)N=NN2O (HOBT), S1C(=NC=C1)C1=CC=C(C=C1)CN(C[C@@H]([C@H](CC1=CC=CC=C1)N)O)NC(=O)OC(C)(C)C (1-[4-(thiazol-2-yl)-phenyl]-4(S)-hydroxy-2-(tert-butoxycarbonyl)amino-5(S)-amino-6-phenyl-2-azahexane). Run in CN(C)C=O (DMF), CN(C)C=O (DMF). Reaction conditions: time 30 minute. The product is S1C(=NC=C1)C1=CC=C(C=C1)CN(C[C@@H]([C@H](CC1=CC=CC=C1)NC([C@@H](NC(=O)OC)[C@@H](C)CC)=O)O)NC(=O)OC(C)(C)C (1-[4-(Thiazol-2-yl)-phenyl]-4(S)-hydroxy-2-(tert-butoxycarbonyl)amino-5(S)-N-(N-methoxycarbonyl-(L)-iso-leucyl)amino-6-phenyl-2-azahexane). RXN SMILES: [CH3:1][O:2][C:3]([NH:5][C@H:6]([C:11]([OH:13])=O)[C@H:7]([CH2:9][CH3:10])[CH3:8])=[O:4].C(Cl)CCl.C1C=CC2N(O)N=NC=2C=1.[S:28]1[CH:32]=[CH:31][N:30]=[C:29]1[C:33]1[CH:38]=[CH:37][C:36]([CH2:39][N:40]([NH:53][C:54]([O:56][C:57]([CH3:60])([CH3:59])[CH3:58])=[O:55])[CH2:41][C@H:42]([OH:52])[C@@H:43]([NH2:51])[CH2:44][C:45]2[CH:50]=[CH:49][CH:48]=[CH:47][CH:46]=2)=[CH:35][CH:34]=1>CN(C=O)C>[S:28]1[CH:32]=[CH:31][N:30]=[C:29]1[C:33]1[CH:38]=[CH:37][C:36]([CH2:39][N:40]([NH:53][C:54]([O:56][C:57]([CH3:60])([CH3:59])[CH3:58])=[O:55])[CH2:41][C@H:42]([OH:52])[C@@H:43]([NH:51][C:11](=[O:13])[C@H:6]([C@H:7]([CH2:9][CH3:10])[CH3:8])[NH:5][C:3]([O:2][CH3:1])=[O:4])[CH2:44][C:45]2[CH:50]=[CH:49][CH:48]=[CH:47][CH:46]=2)=[CH:35][CH:34]=1. Reported procedure: Under a nitrogen atmosphere, 938 mg (4.96 mmol) of N-methoxycarbonyl-(L)-iso-leucine, 1.78 g (9.3 mmol) of EDC and 838 mg (6.2 mmol) of HOBT are dissolved in 13.7 ml of DMF. After 30 min, 2.6 ml (18.6 mmol) of TEA are added and then a solution of 1.45 g (3.1 mmol) of 1-[4-(thiazol-2-yl)-phenyl]-4(S)-hydroxy-2-(tert-butoxycarbonyl)amino-5(S)-amino-6-phenyl-2-azahexane (Example 17b) in 28 ml of DMF is added dropwise thereto. After 3 hours the reaction mixture is concentrated by evaporation; the re...